This data is from the Open Reaction Database (ORD), a public repository of structured organic reaction records. The task is: describe an organic reaction: reactants, conditions, products, and yield Reactants: COS(=O)(=O)[O-].CC=1N=C2N(C=CC3=CC=CC=C23)C1C[N+](C)(C)C (2-methyl-3-trimethylammoniomethylimidazo[2,1-a]isoquinoline methylsulfate), N1C=NC=C1 (imidazole). Run in C(C)O (ethanol). Reaction conditions: time 7 hour. Product: C1=NC=CC2=CC=CC=C12 (isoquinoline). The yield is 144.6%. As a reaction SMILES: COS([O-])(=O)=O.CC1N=[C:10]2[C:19]3[C:14](=[CH:15][CH:16]=[CH:17][CH:18]=3)[CH:13]=[CH:12][N:11]2C=1C[N+](C)(C)C.N1C=CN=C1>C(O)C>[CH:10]1[C:19]2[C:14](=[CH:15][CH:16]=[CH:17][CH:18]=2)[CH:13]=[CH:12][N:11]=1 |f:0.1|. Reported procedure: A mixture of 2-methyl-3-trimethylammoniomethylimidazo[2,1-a]isoquinoline methylsulfate (4.5 g) and imidazole (2.02 g) in ethanol (45 ml) was refluxed with stirring for 7 hours and evaporated in vacuo. To the residue was added water and the resulting precipitates were collected by filtration and recrystallized from a mixture of ethyl acetate and n-hexane to give 3-(1-imidazolylmethyl)-2-methylimidazo2,1-a]isoquinoline (2.3 g). The reactants are BrC=1C=C2C=NN=C(C2=CC1)N1CCOCC1 (6-Bromo-1-morpholinophthalazine), CC1=C(C=C(C(=O)O)C=C1)B1OC(C(O1)(C)C)(C)C (4-methyl-3-(4,4,5,5-tetramethyl-1,3,2-dioxaborolan-2-yl)benzoic acid), tetrakis (triphenylphosphine)palladium, C([O-])([O-])=O.[Na+].[Na+] (sodium carbonate), O (water). Solvent: C(C)O (ethanol), CCOC(=O)C (EtOAc). The product is CC1=C(C=C(C(=O)O)C=C1)C=1C=C2C=NN=C(C2=CC1)N1CCOCC1 (4-methyl-3-(1-morpholinophthalazin-6-yl)benzoic acid). Reaction SMILES: Br[C:2]1[CH:3]=[C:4]2[C:9](=[CH:10][CH:11]=1)[C:8]([N:12]1[CH2:17][CH2:16][O:15][CH2:14][CH2:13]1)=[N:7][N:6]=[CH:5]2.[CH3:18][C:19]1[CH:27]=[CH:26][C:22]([C:23]([OH:25])=[O:24])=[CH:21][C:20]=1B1OC(C)(C)C(C)(C)O1.C(=O)([O-])[O-].[Na+].[Na+].O>C(O)C.CCOC(C)=O>[CH3:18][C:19]1[CH:27]=[CH:26][C:22]([C:23]([OH:25])=[O:24])=[CH:21][C:20]=1[C:2]1[CH:3]=[C:4]2[C:9](=[CH:10][CH:11]=1)[C:8]([N:12]1[CH2:17][CH2:16][O:15][CH2:14][CH2:13]1)=[N:7][N:6]=[CH:5]2 |f:2.3.4|. Reported procedure: 6-Bromo-1-morpholinophthalazine (191 mg, 649 μmol), 4-methyl-3-(4,4,5,5-tetramethyl-1,3,2-dioxaborolan-2-yl)benzoic acid (170 mg, 649 μmol), and tetrakis (triphenylphosphine)palladium (75 mg, 65 μmol) were added to a microwave vial before sodium carbonate-2 N in water (1.9 mL, 3892 μmol) and ethanol (3.2 mL) were added. The reaction mixture was reacted in a microwave oven for 10 min at 160° C. The reaction was cooled, diluted with 50 mL of EtOAc, added to an addition funnel and partitioned with ... Reactants: CN(C)c1cc(NC(=O)CBr)c(O)c2c1CC1CC3C(N(C)C)C(O)=C(C(N)=O)C(=O)C3(O)C(O)=C1C2=O, CNOC, CN1CCCN(C)C1=O, CC#N, Cl. Product: CON(C)CC(=O)Nc1cc(N(C)C)c2c(c1O)C(=O)C1=C(O)C3(O)C(=O)C(C(N)=O)=C(O)C(N(C)C)C3CC1C2. Reaction SMILES: [Br:6][CH2:7][C:8](=[O:9])[NH:10][c:11]1[cH:12][c:13]([N:41]([CH3:42])[CH3:43])[c:14]2[c:27]([c:28]1[OH:29])[C:26](=[O:30])[C:25]1=[C:24]([OH:31])[C:23]3([OH:32])[CH:18]([CH2:17][CH:16]1[CH2:15]2)[CH:19]([N:38]([CH3:39])[CH3:40])[C:20]([OH:37])=[C:21]([C:34](=[O:35])[NH2:36])[C:22]3=[O:33].[CH3:2][NH:3][O:4][CH3:5].[CH3:44][N:45]1[CH2:46][CH2:47][CH2:48][N:49]([CH3:50])[C:51]1=[O:52].[CH3:53][C:54]#[N:55].[ClH:1]>>[CH3:2][N:3]([O:4][CH3:5])[CH2:7][C:8](=[O:9])[NH:10][c:11]1[cH:12][c:13]([N:41]([CH3:42])[CH3:43])[c:14]2[c:27]([c:28]1[OH:29])[C:26](=[O:30])[C:25]1=[C:24]([OH:31])[C:23]3([OH:32])[CH:18]([CH2:17][CH:16]1[CH2:15]2)[CH:19]([N:38]([CH3:39])[CH3:40])[C:20]([OH:37])=[C:21]([C:34](=[O:35])[NH2:36])[C:22]3=[O:33]. Reactants: polyphosphoric acid, CO (methanol), C1=CC=CC=2C(C3=CC=CC=C3C(C12)=O)=O (anthraquinone), CC1=CC=C(NC2=C(C(=O)O)C=C(C(=C2)C(=O)O)NC2=CC=C(C=C2)C)C=C1 (2,5-di(4-methylanilino)terephthalic acid). Solvent: O (water). Reaction conditions: temperature 123 celsius, time 3 hour. The product is CC1=CC2=C(C=C1)NC3=CC4=C(C=C3C2=O)NC5=C(C4=O)C=C(C=C5)C (2,9-dimethylquinacridone). Yield: 97.3%. RXN SMILES: C1C2C(=O)C3C(=CC=CC=3)C(=O)C=2C=CC=1.[CH3:17][C:18]1[CH:44]=[CH:43][C:21]([NH:22][C:23]2[CH:31]=[C:30]([C:32]([OH:34])=O)[C:29]([NH:35][C:36]3[CH:41]=[CH:40][C:39]([CH3:42])=[CH:38][CH:37]=3)=[CH:28][C:24]=2[C:25](O)=[O:26])=[CH:20][CH:19]=1.CO>O>[CH3:17][C:18]1[CH:44]=[CH:43][C:21]2[NH:22][C:23]3[C:24]([C:25](=[O:26])[C:20]=2[CH:19]=1)=[CH:28][C:29]1[NH:35][C:36]2[CH:41]=[CH:40][C:39]([CH3:42])=[CH:38][C:37]=2[C:32](=[O:34])[C:30]=1[CH:31]=3. Reported procedure: To 300 g of polyphosphoric acid (112% phosphoric acid) heated at 88° C. was added 6.8 g of anthraquinone followed by 68.2 g of 2,5-di(4-methylanilino)terephthalic acid added over a period of 35 minutes, the temperature being maintained below 120° C. by adjustment of the addition rate. The mixture was heated at 123° C. for two hours. After the melt was cooled to 93° C., it was slowly poured into 494 g of methanol, the temperature being maintained below 64° C. by external cooling and adjustment of... Starting materials: BrC=1C(=NNC1C(=O)OC)OC[C@H](C)NC(=O)OC(C)(C)C (methyl 4-bromo-3-({(2S)-2-[(tert-butoxycarbonyl)amino]propyl}oxy)-1H-pyrazole-5-carboxylate), C(C1=CC=CC=C1)Br (benzyl bromide). Yields the product C(C1=CC=CC=C1)N1N=C(C(=C1C(=O)OC)Br)OC[C@H](C)NC(=O)OC(C)(C)C (methyl 1-benzyl-4-bromo-3-({(2S)-2-[(tert-butoxycarbonyl)amino]propyl}oxy)-1H-pyrazole-5-carboxylate). RXN SMILES: [Br:1][C:2]1[C:3]([O:11][CH2:12][C@@H:13]([NH:15][C:16]([O:18][C:19]([CH3:22])([CH3:21])[CH3:20])=[O:17])[CH3:14])=[N:4][NH:5][C:6]=1[C:7]([O:9][CH3:10])=[O:8].[CH2:23](Br)[C:24]1[CH:29]=[CH:28][CH:27]=[CH:26][CH:25]=1>>[CH2:23]([N:5]1[C:6]([C:7]([O:9][CH3:10])=[O:8])=[C:2]([Br:1])[C:3]([O:11][CH2:12][C@@H:13]([NH:15][C:16]([O:18][C:19]([CH3:21])([CH3:20])[CH3:22])=[O:17])[CH3:14])=[N:4]1)[C:24]1[CH:29]=[CH:28][CH:27]=[CH:26][CH:25]=1. Procedure details: Using methyl 4-bromo-3-({(2S)-2-[(tert-butoxycarbonyl)amino]propyl}oxy)-1H-pyrazole-5-carboxylate and benzyl bromide, and in the same manner as in Example 1, step A, the title compound was obtained. Starting materials: C(C)OC1=C2C(=C(C=3C(N(C(C13)=O)C1=C(C=C(C=C1F)CC(=O)OCC)F)O)OCC)C=CC=C2 (ethyl {4-[4,9-bis(ethyloxy)-1-hydroxy-3-oxo-1,3-dihydro-2H-benzo[f]isoindol-2-yl]-3,5-difluorophenyl}acetate), C(C)[SiH](CC)CC (triethylsilane). The solvent is C(=O)(C(F)(F)F)O (TFA). Product: C(C)OC1=C2C(=C(C=3C(N(CC13)C1=C(C=C(C=C1F)CC(=O)OCC)F)=O)OCC)C=CC=C2 (Ethyl {4-[4,9-bis(ethyloxy)-1-oxo-1,3-dihydro-2H-benzo[f]isoindol-2-yl]-3,5-difluorophenyl}acetate). The yield is 20.2%. Reaction SMILES: [CH2:1]([O:3][C:4]1[C:12]2[C:11](=O)[N:10]([C:14]3[C:19]([F:20])=[CH:18][C:17]([CH2:21][C:22]([O:24][CH2:25][CH3:26])=[O:23])=[CH:16][C:15]=3[F:27])[CH:9]([OH:28])[C:8]=2[C:7]([O:29][CH2:30][CH3:31])=[C:6]2[CH:32]=[CH:33][CH:34]=[CH:35][C:5]=12)[CH3:2].C([SiH](CC)CC)C>C(O)(C(F)(F)F)=O>[CH2:1]([O:3][C:4]1[C:12]2[CH2:11][N:10]([C:14]3[C:19]([F:20])=[CH:18][C:17]([CH2:21][C:22]([O:24][CH2:25][CH3:26])=[O:23])=[CH:16][C:15]=3[F:27])[C:9](=[O:28])[C:8]=2[C:7]([O:29][CH2:30][CH3:31])=[C:6]2[CH:32]=[CH:33][CH:34]=[CH:35][C:5]=12)[CH3:2]. Procedure: To a stirred solution of ethyl {4-[4,9-bis(ethyloxy)-1-hydroxy-3-oxo-1,3-dihydro-2H-benzo[f]isoindol-2-yl]-3,5-difluorophenyl}acetate (0.240 g, 0.495 mmol) in TFA (3 ml) at 0° C. was added triethylsilane (0.118 ml, 0.742 mmol) drop wise. The bright red solution turned light yellow on addition. The mixture was evaporated then purified by MDAP. The fractions were evaporated to give a yellow solid (0.049 g, 0.10 mmol) LC/MS: Rt=3.62, [MH]+ 470. Reactants: ClC1=CC=C(C=C1)[C@H](C(=O)N1CCN(CC1)C=1C2=C(N=CN1)[C@@H](C[C@H]2C)O)CNC(C)C ((S)-2-(4-Chlorophenyl)-1-(4-((5R,7R)-7-hydroxy-5-methyl-6,7-dihydro-5H-cyclopenta[d]pyrimidin-4-yl)piperazin-1-yl)-3-(isopropylamino)propan-1-one), O.C1(=CC=C(C=C1)S(=O)(=O)O)C (p-Toluenesulfonic acid monohydrate). Solvent: C(C)#N (acetonitrile), C(C)#N (acetonitrile). Yields the product C1(=CC=C(C=C1)S(=O)(=O)O)C.ClC1=CC=C(C=C1)[C@H](C(=O)N1CCN(CC1)C=1C2=C(N=CN1)[C@@H](C[C@H]2C)O)CNC(C)C ((S)-2-(4-chlorophenyl)-1-(4-((5R,7R)-7-hydroxy-5-methyl-6,7-dihydro-5H-cyclopenta[d]pyrimidin-4-yl)piperazin-1-yl)-3-(isopropylamino)propan-1-one p-toluene Sulfonic Acid Salt). RXN SMILES: [Cl:1][C:2]1[CH:7]=[CH:6][C:5]([C@@H:8]([CH2:28][NH:29][CH:30]([CH3:32])[CH3:31])[C:9]([N:11]2[CH2:16][CH2:15][N:14]([C:17]3[C:18]4[C@H:25]([CH3:26])[CH2:24][C@@H:23]([OH:27])[C:19]=4[N:20]=[CH:21][N:22]=3)[CH2:13][CH2:12]2)=[O:10])=[CH:4][CH:3]=1.O.[C:34]1([CH3:44])[CH:39]=[CH:38][C:37]([S:40]([OH:43])(=[O:42])=[O:41])=[CH:36][CH:35]=1>C(#N)C>[C:34]1([CH3:44])[CH:35]=[CH:36][C:37]([S:40]([OH:43])(=[O:41])=[O:42])=[CH:38][CH:39]=1.[Cl:1][C:2]1[CH:7]=[CH:6][C:5]([C@@H:8]([CH2:28][NH:29][CH:30]([CH3:32])[CH3:31])[C:9]([N:11]2[CH2:12][CH2:13][N:14]([C:17]3[C:18]4[C@H:25]([CH3:26])[CH2:24][C@@H:23]([OH:27])[C:19]=4[N:20]=[CH:21][N:22]=3)[CH2:15][CH2:16]2)=[O:10])=[CH:4][CH:3]=1 |f:1.2,4.5|. Reported procedure: (S)-2-(4-Chlorophenyl)-1-(4-((5R,7R)-7-hydroxy-5-methyl-6,7-dihydro-5H-cyclopenta[d]pyrimidin-4-yl)piperazin-1-yl)-3-(isopropylamino)propan-1-one free base, 202.4 mg, was dissolved in acetonitrile, 10 mL. p-Toluenesulfonic acid monohydrate, 83.5 mg, was dissolved in acetonitrile, 10 mg, and the two solutions mixed. The solution was slowly evaporated under a stream of nitrogen. The crystaline tosylate salt was analyzed after evaporating over 3 weeks (See FIG. 3).